The task is: describe an organic reaction: reactants, conditions, products, and yield. This data is from the Open Reaction Database (ORD), a public repository of structured organic reaction records. The reactants are CO, O=[N+]([O-])c1cc(F)ccc1O, [Na+], O=C([O-])O, O, O, Cl[Sn]Cl. The product is Nc1cc(F)ccc1O. As a reaction SMILES: [CH3:22][OH:23].[F:1][c:2]1[cH:3][c:4]([N+:9]([O-:10])=[O:11])[c:5]([OH:8])[cH:6][cH:7]1.[Na+:21].[O-:17][C:18]([OH:19])=[O:20].[OH2:12].[OH2:13].[Sn:14]([Cl:15])[Cl:16]>>[F:1][c:2]1[cH:3][c:4]([NH2:9])[c:5]([OH:8])[cH:6][cH:7]1. The reactants are O1C(COCC1)=O (p-Dioxanone), CN1CC(OCC1=O)=O (N-methyl-2,5- morpholinedione), C(CCCCCCCCCCC)O (1-dodecanol), CCCCC(CC)C(=O)[O-].CCCCC(CC)C(=O)[O-].[Sn+2] (stannous octoate). The solvent is C1(=CC=CC=C1)C (toluene). Yields the product O1C(COCC1)=O.CN1CC(OCC1=O)=O (p-Dioxanone N-Methyl-2,5-Morpholinedione). RXN SMILES: [O:1]1[CH2:6][CH2:5][O:4][CH2:3][C:2]1=[O:7].[CH3:8][N:9]1[C:14](=[O:15])[CH2:13][O:12][C:11](=[O:16])[CH2:10]1.C(O)CCCCCCCCCCC.CCCCC(C([O-])=O)CC.CCCCC(C([O-])=O)CC.[Sn+2]>C1(C)C=CC=CC=1>[O:1]1[CH2:6][CH2:5][O:4][CH2:3][C:2]1=[O:7].[CH3:8][N:9]1[C:14](=[O:15])[CH2:13][O:12][C:11](=[O:16])[CH2:10]1 |f:3.4.5,7.8|. Procedure details: p-Dioxanone (28.5 g, 0.279 moles), N-methyl-2,5- morpholinedione (1.5 g, 0.01162 moles), 1-dodecanol (0.082 g, 0.00044 moles), and a catalytic amount of stannous octoate (0.06 ml of a 0.33 M toluene solution, 0.0000198 moles) are heated and magnetically mixed in a flame and vacuum dried, sealed glass ampule according to the following temperature/time scheme: Starting materials: S(=O)([O-])[O-].[Na+].[Na+] (sodium sulfite), CC12CC3(CC(CC(C1)C3)C2)C (1,3-dimethyl adamantane), BrBr (bromine), BrBr (bromine). Reaction conditions: time 4 hour. Yields the product BrC12CC3(CC(CC(C1)C3)(C2)C)C (1-Bromo-3,5-dimethyl Adamantane). The yield is 83.0%. Reaction SMILES: [CH3:1][C:2]12[CH2:11][CH:6]3[CH2:7][CH:8]([CH2:10][C:4]([CH3:12])([CH2:5]3)[CH2:3]1)[CH2:9]2.[Br:13]Br.S([O-])([O-])=O.[Na+].[Na+]>>[Br:13][C:6]12[CH2:11][C:2]3([CH3:1])[CH2:9][CH:8]([CH2:10][C:4]([CH3:12])([CH2:3]3)[CH2:5]1)[CH2:7]2 |f:2.3.4|. Procedure details: Mix 0.5 mol of 1,3-dimethyl adamantane with a ten times excess of bromine (5 mol). Slowly heat and stir for 4 hrs under reflux. Subsequently, allow to cool and pour onto ice water. Decompose the excess bromine with sodium sulfite until discoloration of the aqueous solution. Then extract with ether, wash the combined organic phases with sodium bicarbonate solution, dry with magnesium sulfate, filter and evaporate to dryness under vacuum. Recrystallize the residue from methanol. (Yield: 83%). Reactants: CC(CCCC)C=1C=C(C=2C(CC(OC2C1)(C)C)C1=CC=NC=C1)O (7-(2-Hexyl)-2,2-dimethyl-4-(4-pyridyl) chroman-5-ol), C1(=CC=CC=C1)CCBr (2-phenylethyl bromide). Run in CC(=O)C (acetone). Product: [Br-].C1(=CC=CC=C1)CC[N+]1=CC=C(C=C1)C1CC(OC2=CC(=CC(=C12)O)C(C)CCCC)(C)C (1-(2-phenylethyl)-4-[7-(2-hexyl)-2,2-dimethyl-5-hydroxychroman-4-yl] pyridinium bromide). Yield: 86.0%. RXN SMILES: [CH3:1][CH:2]([C:7]1[CH:8]=[C:9]([OH:25])[C:10]2[CH:11]([C:19]3[CH:24]=[CH:23][N:22]=[CH:21][CH:20]=3)[CH2:12][C:13]([CH3:18])([CH3:17])[O:14][C:15]=2[CH:16]=1)[CH2:3][CH2:4][CH2:5][CH3:6].[C:26]1([CH2:32][CH2:33][Br:34])[CH:31]=[CH:30][CH:29]=[CH:28][CH:27]=1>CC(C)=O>[Br-:34].[C:26]1([CH2:32][CH2:33][N+:22]2[CH:21]=[CH:20][C:19]([CH:11]3[C:10]4[C:15](=[CH:16][C:7]([CH:2]([CH2:3][CH2:4][CH2:5][CH3:6])[CH3:1])=[CH:8][C:9]=4[OH:25])[O:14][C:13]([CH3:18])([CH3:17])[CH2:12]3)=[CH:24][CH:23]=2)[CH:31]=[CH:30][CH:29]=[CH:28][CH:27]=1 |f:3.4|. Procedure: 7-(2-Hexyl)-2,2-dimethyl-4-(4-pyridyl) chroman-5-ol (5.45 g, 0.016 mole) and 2-phenylethyl bromide (3.70 g, 0.020 mole) were dissolved in acetone (120 ml) and the solution was refluxed for 4 days. The solution was then allowed to cool and the resulting precipitate was filtered, washed with acetone and dried to yield 1-(2-phenylethyl)-4-[7-(2-hexyl)-2,2-dimethyl-5-hydroxychroman-4-yl] pyridinium bromide (7.22 g, 88%) as colourless microcrystals, m.p. 232°-235°C. The reactants are CCOP(=O)(OCC)c1ccc(COC(C)=O)cc1, CCO, CCOC(C)=O, [Na+], C1CCOC1, [OH-], O. The product is CCOP(=O)(OCC)c1ccc(CO)cc1. Reaction SMILES: [C:1](=[O:2])([CH3:3])[O:4][CH2:5][c:6]1[cH:7][cH:8][c:9]([P:12](=[O:13])([O:14][CH2:15][CH3:16])[O:17][CH2:18][CH3:19])[cH:10][cH:11]1.[CH3:22][CH2:23][OH:24].[CH3:25][CH2:26][O:27][C:28](=[O:29])[CH3:30].[Na+:21].[O:31]1[CH2:32][CH2:33][CH2:34][CH2:35]1.[OH-:20].[OH2:36]>>[OH:4][CH2:5][c:6]1[cH:7][cH:8][c:9]([P:12](=[O:13])([O:14][CH2:15][CH3:16])[O:17][CH2:18][CH3:19])[cH:10][cH:11]1.